The task is: describe an organic reaction: reactants, conditions, products, and yield. This data is from the Open Reaction Database (ORD), a public repository of structured organic reaction records. Starting materials: Cc1cc2ccccc2nc1N1CCNCC1, O=C(NCC(F)(F)F)C1(CCCCBr)c2ccccc2-c2ccccc21. Yields the product Cc1cc2ccccc2nc1N1CCN(CCCCC2(C(=O)NCC(F)(F)F)c3ccccc3-c3ccccc32)CC1. RXN SMILES: [CH3:27][c:28]1[c:29]([N:38]2[CH2:39][CH2:40][NH:41][CH2:42][CH2:43]2)[n:30][c:31]2[cH:32][cH:33][cH:34][cH:35][c:36]2[cH:37]1.[F:1][C:2]([CH2:3][NH:4][C:5](=[O:6])[C:7]1([CH2:20][CH2:21][CH2:22][CH2:23][Br:24])[c:8]2[cH:9][cH:10][cH:11][cH:12][c:13]2-[c:14]2[cH:15][cH:16][cH:17][cH:18][c:19]21)([F:25])[F:26]>>[F:1][C:2]([CH2:3][NH:4][C:5](=[O:6])[C:7]1([CH2:20][CH2:21][CH2:22][CH2:23][N:41]2[CH2:40][CH2:39][N:38]([c:29]3[c:28]([CH3:27])[cH:37][c:36]4[c:31]([n:30]3)[cH:32][cH:33][cH:34][cH:35]4)[CH2:43][CH2:42]2)[c:8]2[cH:9][cH:10][cH:11][cH:12][c:13]2-[c:14]2[cH:15][cH:16][cH:17][cH:18][c:19]21)([F:25])[F:26]. Starting materials: CC(CC)(C)C1=CC(=C(C=C1C)O)C(C)C (4-(1,1-dimethylpropyl)-2-(1-methylethyl)-5-methylphenol), O1CCOCC1 (p-dioxane), C=O (formaldehyde), S(O)(O)(=O)=O (sulfuric acid). Product: CC(CC)(C)C1=C(C2=C(OCOC2)C(=C1)C(C)C)C (6-(1,1-dimethylpropyl)-5-methyl-8-(1-methylethyl)-4H-1,3-benzodioxin). Isolated yield 35.0%. RXN SMILES: [CH3:1][C:2]([C:6]1[C:11]([CH3:12])=[CH:10][C:9]([OH:13])=[C:8]([CH:14]([CH3:16])[CH3:15])[CH:7]=1)([CH3:5])[CH2:3][CH3:4].C=O.S(=O)(=O)(O)O.[O:24]1[CH2:29]COC[CH2:25]1>>[CH3:5][C:2]([C:6]1[CH:7]=[C:8]([CH:14]([CH3:15])[CH3:16])[C:9]2[O:13][CH2:25][O:24][CH2:29][C:10]=2[C:11]=1[CH3:12])([CH3:1])[CH2:3][CH3:4]. Procedure: Reaction of 4-(1,1-dimethylpropyl)-2-(1-methylethyl)-5-methylphenol (22.02 g, 0.1 mol), which may be prepared as described by W. Koenigs and R. W. Carl, Chem. Ber., (1981) 25, 3892-3903, 40% formaldehyde solution (70 mL, 0.93 mol), p-dioxane (150 mL) and sulfuric acid (10 mL) according to the procedure described in Example 2, provided after chromatography and short-path distillation, 9.18 g (35% yield) of 6-(1,1-dimethylpropyl)-5-methyl-8-(1-methylethyl)-4H-1,3-benzodioxin (GLC purity 98%); 1H-N... The reactants are NC1=C(C(=NC(=C1)Br)C(=O)OC)OC (methyl 4-amino-6-bromo-3-methoxypyridine-2-carboxylate), S(=O)(=O)(Cl)Cl (sulfuryl chloride), C([O-])(O)=O.[Na+] (sodium bicarbonate). Run in C(C)#N (acetonitrile). Yields the product NC1=C(C(=NC(=C1Cl)Br)C(=O)OC)OC (Methyl 4-Amino-6-bromo-5-chloro-3-methoxypyridine-2-carboxylate). Reaction SMILES: [NH2:1][C:2]1[CH:7]=[C:6]([Br:8])[N:5]=[C:4]([C:9]([O:11][CH3:12])=[O:10])[C:3]=1[O:13][CH3:14].S(Cl)([Cl:18])(=O)=O.C(=O)(O)[O-].[Na+]>C(#N)C>[NH2:1][C:2]1[C:7]([Cl:18])=[C:6]([Br:8])[N:5]=[C:4]([C:9]([O:11][CH3:12])=[O:10])[C:3]=1[O:13][CH3:14] |f:2.3|. Procedure details: To methyl 4-amino-6-bromo-3-methoxypyridine-2-carboxylate (1.45 g, 5.56 mmol) in 10 mL of acetonitrile was added sulfuryl chloride, in excess, via pipette until the solution remained yellow. The solution was heated to reflux for 5 min. The reaction mixture was added to saturated sodium bicarbonate and aqueous phase was extracted with diethyl ether (3×). The combined organic extracts were dried (MgSO4), filtered and concentrated in vacuo to give a yellow solid. Solid was washed in 10% diethyl eth... The reactants are O=C([O-])[O-], C1COCCO1, CC1(C)OB(c2ccc3c(c2)CN(c2ccc(C#N)nc2)CC3)OC1(C)C, CO, CN1CCN(c2cc(Cl)nc(N)n2)CC1, [K+], [K+], O. Yields the product CN1CCN(c2cc(-c3ccc4c(c3)CN(c3ccc(C#N)nc3)CC4)nc(N)n2)CC1. Reaction SMILES: [C:43](=[O:44])([O-:45])[O-:46].[CH2:50]1[O:51][CH2:52][CH2:53][O:54][CH2:55]1.[CH3:16][C:17]1([CH3:18])[C:19]([CH3:20])([CH3:21])[O:22][B:23]([c:24]2[cH:25][cH:26][c:27]3[c:32]([cH:33]2)[CH2:31][N:30]([c:34]2[cH:35][cH:36][c:37]([C:40]#[N:41])[n:38][cH:39]2)[CH2:29][CH2:28]3)[O:42]1.[CH3:56][OH:57].[Cl:1][c:2]1[n:3][c:4]([NH2:15])[n:5][c:6]([N:8]2[CH2:9][CH2:10][N:11]([CH3:14])[CH2:12][CH2:13]2)[cH:7]1.[K+:47].[K+:48].[OH2:49]>>[c:2]1(-[c:24]2[cH:25][cH:26][c:27]3[c:32]([cH:33]2)[CH2:31][N:30]([c:34]2[cH:35][cH:36][c:37]([C:40]#[N:41])[n:38][cH:39]2)[CH2:29][CH2:28]3)[n:3][c:4]([NH2:15])[n:5][c:6]([N:8]2[CH2:9][CH2:10][N:11]([CH3:14])[CH2:12][CH2:13]2)[cH:7]1. The reactants are CN1CC(=O)CC2c3cccc4[nH]cc(c34)CC21, Nc1ccc(Oc2ccccc2)nc1, [Pd]. Product: CN1CC(Nc2ccc(Oc3ccccc3)nc2)CC2c3cccc4[nH]cc(c34)CC21. As a reaction SMILES: [CH3:15][N:16]1[CH2:17][C:18](=[O:32])[CH2:19][CH:20]2[c:21]3[cH:22][cH:23][cH:24][c:25]4[nH:26][cH:27][c:28]([c:31]34)[CH2:29][CH:30]12.[O:1]([c:2]1[cH:3][cH:4][cH:5][cH:6][cH:7]1)[c:8]1[n:9][cH:10][c:11]([NH2:14])[cH:12][cH:13]1.[Pd:33]>>[O:1]([c:2]1[cH:3][cH:4][cH:5][cH:6][cH:7]1)[c:8]1[n:9][cH:10][c:11]([NH:14][CH:18]2[CH2:17][N:16]([CH3:15])[CH:30]3[CH:20]([CH2:19]2)[c:21]2[cH:22][cH:23][cH:24][c:25]4[nH:26][cH:27][c:28]([c:31]24)[CH2:29]3)[cH:12][cH:13]1.